This data is from the Open Reaction Database (ORD), a public repository of structured organic reaction records. The task is: describe an organic reaction: reactants, conditions, products, and yield Reactants: solution, B(Br)(Br)Br (boron tribromide), FC1=C(C=CC(=C1OC)F)C(C(O)(C(F)(F)F)CSC=1N(C=CN1)C)NC1=C2C=CC(=NC2=CC=C1)C (2,4-Difluoro-α-{[(1-methylimidazol-2-yl)sulfanyl]methyl}-3-methoxy-β-[(2-methylquinolin-5-yl)amino]-α-(trifluoromethyl)-benzeneethanol). The solvent is ClCCl (dichloromethane), ClCCl (dichloromethane). Reaction conditions: time 22 hour. Yields the product FC1=C(C=CC(=C1O)F)C(C(O)(C(F)(F)F)CSC=1N(C=CN1)C)NC1=C2C=CC(=NC2=CC=C1)C (2,4-Difluoro-3-hydroxy-α-{[(1-methylimidazol-2-yl)sulfanyl]methyl}-β-[(2-methylquinolin-5-yl)amino]-α-(trifluoromethyl)benzeneethanol). As a reaction SMILES: [F:1][C:2]1[C:7]([O:8]C)=[C:6]([F:10])[CH:5]=[CH:4][C:3]=1[CH:11]([NH:26][C:27]1[CH:36]=[CH:35][CH:34]=[C:33]2[C:28]=1[CH:29]=[CH:30][C:31]([CH3:37])=[N:32]2)[C:12]([CH2:18][S:19][C:20]1[N:21]([CH3:25])[CH:22]=[CH:23][N:24]=1)([C:14]([F:17])([F:16])[F:15])[OH:13].B(Br)(Br)Br>ClCCl>[F:1][C:2]1[C:7]([OH:8])=[C:6]([F:10])[CH:5]=[CH:4][C:3]=1[CH:11]([NH:26][C:27]1[CH:36]=[CH:35][CH:34]=[C:33]2[C:28]=1[CH:29]=[CH:30][C:31]([CH3:37])=[N:32]2)[C:12]([CH2:18][S:19][C:20]1[N:21]([CH3:25])[CH:22]=[CH:23][N:24]=1)([C:14]([F:17])([F:16])[F:15])[OH:13]. Procedure details: Analogously to example 10 39 mg 2,4-Difluoro-α-{[(1-methylimidazol-2-yl)sulfanyl]methyl}-3-methoxy-β-[(2-methylquinolin-5-yl)amino]-α-(trifluoromethyl)-benzeneethanol in 3.5 ml dichloromethane are treated with 0.7 ml of a 1 M solution of boron tribromide in dichloromethane at −10° C. The typical work up after 22 hours at room temperature and preparative thin layer chromatography on silica gel (acetone in hexane 50%) yields 4 mg of the desired product. Starting materials: C1(CCCCC1)N=C=NC1CCCCC1 (Dicyclohexylcarbodiimide), OC1=CC=C(C=C1)C=1SC(=CN1)CCCCCCCC (2-(4-hydroxyphenyl)-5-octylthiazole), C(\C=C\CCC)(=O)O ((E)-hex-2-enoic acid). Reagents/catalysts: CN(C1=CC=NC=C1)C (4-(dimethylamino)pyridine). Solvent: ClCCl (dichloromethane). Reaction conditions: time 8 hour. Yields the product C(\C=C\CCC)(=O)OC1=CC=C(C=C1)C=1SC(=CN1)CCCCCCCC (2-(4-[(E)-hex-2-enoyloxy]phenyl)-5-octylthiazole). The yield is 45.0%. RXN SMILES: C1(N=C=NC2CCCCC2)CCCCC1.[OH:16][C:17]1[CH:22]=[CH:21][C:20]([C:23]2[S:24][C:25]([CH2:28][CH2:29][CH2:30][CH2:31][CH2:32][CH2:33][CH2:34][CH3:35])=[CH:26][N:27]=2)=[CH:19][CH:18]=1.[C:36](O)(=[O:42])/[CH:37]=[CH:38]/[CH2:39][CH2:40][CH3:41]>CN(C)C1C=CN=CC=1.ClCCl>[C:36]([O:16][C:17]1[CH:18]=[CH:19][C:20]([C:23]2[S:24][C:25]([CH2:28][CH2:29][CH2:30][CH2:31][CH2:32][CH2:33][CH2:34][CH3:35])=[CH:26][N:27]=2)=[CH:21][CH:22]=1)(=[O:42])/[CH:37]=[CH:38]/[CH2:39][CH2:40][CH3:41]. Procedure details: Dicyclohexylcarbodiimide (0.2 g) is added to a solution of 2-(4-hydroxyphenyl)-5-octylthiazole (0.25 g), (E)-hex-2-enoic acid, (0.1 g) 4-(dimethylamino)pyridine (0.05 g) and dichloromethane (20 cm3) at 0° C. under an atmosphere of nitrogen. The reaction mixture is stirred overnight at room temperature, filtered to remove inorganic material and the filtrate evaporated down. The residue is purified by column chromatography on silica gel using hexane/ethyl acetate (9/1 v/v) as eluent and recrystall... Product: O(C1=CC=CC=C1)C=1C=C(C=CC1)[N+](=O)[O-] (3-(phenoxy)nitrobenzene). As a reaction SMILES: I[C:2]1[CH:3]=[C:4]([N+:8]([O-:10])=[O:9])[CH:5]=[CH:6][CH:7]=1.[C:11]1([OH:17])[CH:16]=[CH:15][CH:14]=[CH:13][CH:12]=1>>[O:17]([C:2]1[CH:3]=[C:4]([N+:8]([O-:10])=[O:9])[CH:5]=[CH:6][CH:7]=1)[C:11]1[CH:16]=[CH:15][CH:14]=[CH:13][CH:12]=1. The reactants are IC=1C=C(C=CC1)[N+](=O)[O-] (3-iodonitrobenzene), C1(=CC=CC=C1)O (phenol). Procedure details: The compound above was prepared from 3-iodonitrobenzene (925 mg) and phenol, using the procedure described in Example 5 Step 1. The crude product was used without further purification. The reactants are [Cl-].[Na+] (sodium chloride), C(C)(=O)O[C@@H](CCCCN1C(N(C2=C(C1=O)C(=CC(=N2)C)C)C)=O)C ((R)-3-(5-acetoxyhexyl)-1,5,7-trimethylpyrido[2,3-d]pyrimidine-2,4(1H,3H)-dione), [OH-].[K+] (potassium hydroxide). Run in O (water), CO (methanol), O (water). Run at time 3 hour. Yields the product O[C@@H](CCCCN1C(N(C2=C(C1=O)C(=CC(=N2)C)C)C)=O)C ((R)-3-(5-hydroxyhexyl)-1,5,7-trimethylpyrido[2,3-d]pyrimidine-2,4(1H,3H)-dione). Yield: 84.0%. Reaction SMILES: C([O:4][C@H:5]([CH3:25])[CH2:6][CH2:7][CH2:8][CH2:9][N:10]1[C:15](=[O:16])[C:14]2[C:17]([CH3:22])=[CH:18][C:19]([CH3:21])=[N:20][C:13]=2[N:12]([CH3:23])[C:11]1=[O:24])(=O)C.[OH-].[K+].[Cl-].[Na+]>CO.O>[OH:4][C@H:5]([CH3:25])[CH2:6][CH2:7][CH2:8][CH2:9][N:10]1[C:15](=[O:16])[C:14]2[C:17]([CH3:22])=[CH:18][C:19]([CH3:21])=[N:20][C:13]=2[N:12]([CH3:23])[C:11]1=[O:24] |f:1.2,3.4|. Procedure: To a solution of the crude (R)-3-(5-acetoxyhexyl)-1,5,7-trimethylpyrido[2,3-d]pyrimidine-2,4(1H,3H)-dione in methanol (10 ml) and was added a solution of potassium hydroxide (200 mg) in water (1 ml) was added. After stirring at room temperature for 3 hours, saturated aqueous sodium chloride solution (5 ml) and water (5 ml) were added. The methanol was evaporated under reduced pressure and the aqueous mixture was extracted with ethyl acetate (20 ml). The organic layer was applied to a short colum... Starting materials: BrB(Br)Br, COc1ccc(-c2nnc3c(=O)[nH]c4cc(C(=O)N5CCc6c(Cl)cccc6C5)ccc4n23)cc1, ClCCl. Yields the product O=C(c1ccc2c(c1)[nH]c(=O)c1nnc(-c3ccc(O)cc3)n12)N1CCc2c(Cl)cccc2C1. Reaction SMILES: [B:36]([Br:37])([Br:38])[Br:39].[Cl:1][c:2]1[c:3]2[c:8]([cH:9][cH:10][cH:11]1)[CH2:7][N:6]([C:12](=[O:13])[c:14]1[cH:15][c:16]3[nH:17][c:18](=[O:35])[c:19]4[n:20]([c:21]3[cH:22][cH:23]1)[c:24](-[c:27]1[cH:28][cH:29][c:30]([O:33][CH3:34])[cH:31][cH:32]1)[n:25][n:26]4)[CH2:5][CH2:4]2.[Cl:40][CH2:41][Cl:42]>>[Cl:1][c:2]1[c:3]2[c:8]([cH:9][cH:10][cH:11]1)[CH2:7][N:6]([C:12](=[O:13])[c:14]1[cH:15][c:16]3[nH:17][c:18](=[O:35])[c:19]4[n:20]([c:21]3[cH:22][cH:23]1)[c:24](-[c:27]1[cH:28][cH:29][c:30]([OH:33])[cH:31][cH:32]1)[n:25][n:26]4)[CH2:5][CH2:4]2.